Dataset: the Open Reaction Database (ORD), a public repository of structured organic reaction records. Task: describe an organic reaction: reactants, conditions, products, and yield The reactants are NC1=C(C(=NC2=CC=CC(=C12)OC[C@H](C)N)C)C(=O)OCC ((S)-ethyl 4-amino-5-(2-aminopropoxy)-2-methylquinoline-3-carboxylate), O1C2=C(OCC1)C(=CC=C2)C(=O)O (2,3-dihydrobenzo[b][1,4]dioxine-5-carboxylic acid). Product: NC1=C(C(=NC2=CC=CC(=C12)OC[C@H](C)NC(=O)C1=CC=CC=2OCCOC21)C)C(=O)OCC ((S)-ethyl 4-amino-5-(2-(2,3-dihydrobenzo[b][1,4]dioxine-5-carboxamido)-propoxy)-2-methylquinoline-3-carboxylate). As a reaction SMILES: [NH2:1][C:2]1[C:11]2[C:6](=[CH:7][CH:8]=[CH:9][C:10]=2[O:12][CH2:13][C@@H:14]([NH2:16])[CH3:15])[N:5]=[C:4]([CH3:17])[C:3]=1[C:18]([O:20][CH2:21][CH3:22])=[O:19].[O:23]1[CH2:28][CH2:27][O:26][C:25]2[C:29]([C:33](O)=[O:34])=[CH:30][CH:31]=[CH:32][C:24]1=2>>[NH2:1][C:2]1[C:11]2[C:6](=[CH:7][CH:8]=[CH:9][C:10]=2[O:12][CH2:13][C@@H:14]([NH:16][C:33]([C:29]2[C:25]3[O:26][CH2:27][CH2:28][O:23][C:24]=3[CH:32]=[CH:31][CH:30]=2)=[O:34])[CH3:15])[N:5]=[C:4]([CH3:17])[C:3]=1[C:18]([O:20][CH2:21][CH3:22])=[O:19]. Procedure: Prepared as in Example 24a from (S)-ethyl 4-amino-5-(2-aminopropoxy)-2-methyl-quinoline-3-carboxylate (Example 26b) and 2,3-dihydrobenzo[b][1,4]dioxine-5-carboxylic acid as brown solid. MS 466 (MH+). The reactants are COC1=CC=C(C=C1C(=O)O)C(=O)N (6-methoxyisophthalamic acid), NC1=C2C=CC=NC2=CC=C1 (5-aminoquinoline). Yields the product COC1=C(C=C(C(=O)N)C=C1)C(=O)NC1=C2C=CC=NC2=CC=C1 (4-methoxy-3-N-quinolin-5-yl-isophthalamide). RXN SMILES: [CH3:1][O:2][C:3]1[C:8]([C:9]([OH:11])=O)=[CH:7][C:6]([C:12]([NH2:14])=[O:13])=[CH:5][CH:4]=1.[NH2:15][C:16]1[CH:25]=[CH:24][CH:23]=[C:22]2[C:17]=1[CH:18]=[CH:19][CH:20]=[N:21]2>>[CH3:1][O:2][C:3]1[CH:4]=[CH:5][C:6]([C:12]([NH2:14])=[O:13])=[CH:7][C:8]=1[C:9]([NH:15][C:16]1[CH:25]=[CH:24][CH:23]=[C:22]2[C:17]=1[CH:18]=[CH:19][CH:20]=[N:21]2)=[O:11]. Procedure details: The captioned compound was synthesized from 6-methoxyisophthalamic acid and 5-aminoquinoline by the same procedure as in the manufacturing method described in step C of Example 1-3-1. Reactants: C(C)(=O)OCC (ethyl acetate), C(C1=CC=CC=C1)N1N=CC=C1NC1CCC2(OCCO2)CC1 (1-benzyl-N-(1,4-dioxaspiro[4.5]dec-8-yl)-1H-pyrazol-5-amine), C(C)(=O)O (acetic acid), C(=O)[O-].[NH4+] (ammonium formate). The reagents and catalysts are [OH-].[Pd+2].[OH-] (palladium hydroxide). Run in C(C)O (ethanol). Conditions: temperature 80 celsius, time 4 hour. The product is O1CCOC12CCC(CC2)NC2=CC=NN2 (N-(1,4-dioxaspiro[4.5]dec-8-yl)-1H-pyrazol-5-amine). Yield: 81.3%. RXN SMILES: C([N:8]1[C:12]([NH:13][CH:14]2[CH2:23][CH2:22][C:17]3([O:21][CH2:20][CH2:19][O:18]3)[CH2:16][CH2:15]2)=[CH:11][CH:10]=[N:9]1)C1C=CC=CC=1.C(O)(=O)C.C([O-])=O.[NH4+].C(OCC)(=O)C>C(O)C.[OH-].[Pd+2].[OH-]>[O:18]1[C:17]2([CH2:16][CH2:15][CH:14]([NH:13][C:12]3[NH:8][N:9]=[CH:10][CH:11]=3)[CH2:23][CH2:22]2)[O:21][CH2:20][CH2:19]1 |f:2.3,6.7.8|. Reported procedure: To a suspension of 1-benzyl-N-(1,4-dioxaspiro[4.5]dec-8-yl)-1H-pyrazol-5-amine (38 g) and palladium hydroxide (10 wt %, 11.4 g) in ethanol (200 mL)-acetic acid (40 mL) was added ammonium formate (32 g) by small portions at 80° C. After stirring at 80° C. for 4 hr, the mixture was allowed to cool to room temperature, ethyl acetate was added, and the insoluble material was filtered off. Saturated aqueous sodium hydrogen carbonate was added to the filtrate, and the mixture was extracted with ethyl ... As a reaction SMILES: [CH:1]1[C:10]2[CH:9]=[CH:8][CH:7]=[C:6]([S:11]([N:14]3[CH2:19][CH2:18][NH:17][CH2:16][CH2:15]3)(=[O:13])=[O:12])[C:5]=2[CH:4]=[CH:3][N:2]=1.[OH-].[K+].[CH2:22](Cl)[C:23]1[CH:28]=[CH:27][CH:26]=[CH:25][CH:24]=1>C(O)C>[CH:1]1[C:10]2[CH:9]=[CH:8][CH:7]=[C:6]([S:11]([N:14]3[CH2:19][CH2:18][N:17]([CH2:22][C:23]4[CH:28]=[CH:27][CH:26]=[CH:25][CH:24]=4)[CH2:16][CH2:15]3)(=[O:12])=[O:13])[C:5]=2[CH:4]=[CH:3][N:2]=1 |f:1.2|. Starting materials: C1=NC=CC=2C(=CC=CC12)S(=O)(=O)N1CCNCC1 (1-(5-isoquinolinesulfonyl)piperazine), Compound ( 35 ), [OH-].[K+] (potassium hydroxide), C(C1=CC=CC=C1)Cl (benzyl chloride). Reported procedure: In 150 ml of ethanol were added 2.77 g of 1-(5-isoquinolinesulfonyl)piperazine, i.e., Compound (35), 1.0 g of potassium hydroxide and 1.9 g of benzyl chloride, and the mixture was refluxed under heating for five hours. After the ethanol was removed from the reaction solution, 100 ml of chloroform was added to the resulting solution, and the solution obtained was washed with a buffer solution having a pH of 5.5 and extracted twice with 20 ml of a 2N aqueous hydrochloric acid solution. The aqueous... Product: C1=NC=CC=2C(=CC=CC12)S(=O)(=O)N1CCN(CC1)CC1=CC=CC=C1 (1-(5-isoquinolinesulfonyl)-4-benzylpiperazine). Yield: 79.0%. Run in C(C)O (ethanol). Reactants: C(#N)C1=C(O)C=CC(=C1C#N)O (2,3-dicyanohydroquinone), C(#N)C1=C(O)C=CC(=C1C#N)O (2,3-dicyanohydroquinone), NC1=NC=CC=C1 (2-aminopyridine), [Cl-].[Cl-].[Ca+2] (CaCl2), C(Cl)Cl (CH2Cl2). Solvent: C(CCC)O (1-butanol), O (H2O). Run at temperature -40 celsius, time 20 day. Product: N1=C(C=CC=C1)N=C1NC(C2=C(C=CC(=C12)O)O)=NC1=NC=CC=C1 (1,3-bis(2-pyridylimino)-4,7-dihydroxyisoindole). As a reaction SMILES: [C:1]([C:3]1[C:9]([C:10]#[N:11])=[C:8]([OH:12])[CH:7]=[CH:6][C:4]=1[OH:5])#[N:2].[NH2:13][C:14]1[CH:19]=[CH:18][CH:17]=[CH:16][N:15]=1.[Cl-].[Cl-].[Ca+2].C(Cl)Cl>C(O)CCC.O>[N:15]1[CH:16]=[CH:17][CH:18]=[CH:19][C:14]=1[N:11]=[C:10]1[C:9]2[C:3](=[C:4]([OH:5])[CH:6]=[CH:7][C:8]=2[OH:12])[C:1](=[N:13][C:14]2[CH:19]=[CH:18][CH:17]=[CH:16][N:15]=2)[NH:2]1 |f:2.3.4|. Procedure: A solution of 1.0 g (6.24 mmol) 2,3-dicyanohydroquinone, 1.23 g (13.11 mmol) 2-aminopyridine and 0.14 g (1.3 mmol) CaCl2 in 20 ml 1-butanol was refluxed under N2. Despite the presents of fluorescent blue 2,3-dicyanohydroquinone starting material, as observed by TLC (CH2Cl2), the reaction was discontinued after 20 days. The reaction mixture was poured into 500 mL of H2O. The precipitate was collected by filtration and was washed with water until no blue fluorescents was observed from the filtrate... Starting materials: CS(=O)(=O)N(C1=NC=C(C=C1)[N+](=O)[O-])S(=O)(=O)C (2-[(Bismethanesulfonyl)amino]-5-nitropyridine). Solvent: CO (MeOH), [OH-].[Na+] (NaOH). Run at time 45 minute. Yields the product CS(=O)(=O)NC1=NC=C(C=C1)[N+](=O)[O-] (2-Methanesulfonylamino-5-nitropyridine). Isolated yield 66.7%. Reaction SMILES: [CH3:1][S:2]([N:5](S(C)(=O)=O)[C:6]1[CH:11]=[CH:10][C:9]([N+:12]([O-:14])=[O:13])=[CH:8][N:7]=1)(=[O:4])=[O:3]>CO.[OH-].[Na+]>[CH3:1][S:2]([NH:5][C:6]1[CH:11]=[CH:10][C:9]([N+:12]([O-:14])=[O:13])=[CH:8][N:7]=1)(=[O:3])=[O:4] |f:2.3|. Procedure: A stirred suspension of the product from Step 1 (2.43 g, 8.22 mmol) in MeOH (100 ml) was treated dropwise with 9.2 ml of IN NaOH and kept at 24° C. for 45 minutes. It was then filtered and the filtrate was concentrated to remove methanol. A solution of the residue in water (75 ml) was acidified (PH 2) with IN Hcl (8 ml). The precipitate was collected by filtration, washed with water, dried and recrystallized from MeOH to give 1.19 g of the titled product, mp 217°-219.5° C.